Dataset: the Open Reaction Database (ORD), a public repository of structured organic reaction records. Task: describe an organic reaction: reactants, conditions, products, and yield The reactants are O=C([O-])[O-], CCCNC1(c2ccc(C#C[Si](C)(C)C)cc2)CC1, CO, [K+], [K+]. Yields the product C#Cc1ccc(C2(NCCC)CC2)cc1. Reaction SMILES: [C:20](=[O:21])([O-:22])[O-:23].[CH2:1]([CH2:2][CH3:3])[NH:4][C:5]1([c:8]2[cH:9][cH:10][c:11]([C:14]#[C:15][Si:16]([CH3:17])([CH3:18])[CH3:19])[cH:12][cH:13]2)[CH2:6][CH2:7]1.[CH3:26][OH:27].[K+:24].[K+:25]>>[CH2:1]([CH2:2][CH3:3])[NH:4][C:5]1([c:8]2[cH:9][cH:10][c:11]([C:14]#[CH:15])[cH:12][cH:13]2)[CH2:6][CH2:7]1. Reactants: COC(CCCCCCCN1C(OC2=C1C=CC=C2)=O)=O (8-(2-oxo-benzoxazolin-3-yl)-caprylic acid methyl ester), [OH-].[Na+] (NaOH). Yields the product O=C1OC2=C(N1CCCCCCCC(=O)O)C=CC=C2 (8-(2-Oxo-benzoxazolin-3-yl)-caprylic acid). As a reaction SMILES: C[O:2][C:3](=[O:21])[CH2:4][CH2:5][CH2:6][CH2:7][CH2:8][CH2:9][CH2:10][N:11]1[C:15]2[CH:16]=[CH:17][CH:18]=[CH:19][C:14]=2[O:13][C:12]1=[O:20].[OH-].[Na+]>>[O:20]=[C:12]1[N:11]([CH2:10][CH2:9][CH2:8][CH2:7][CH2:6][CH2:5][CH2:4][C:3]([OH:21])=[O:2])[C:15]2[CH:16]=[CH:17][CH:18]=[CH:19][C:14]=2[O:13]1 |f:1.2|. Reported procedure: The product is produced as described in example 22 from 14.5 g. of 8-(2-oxo-benzoxazolin-3-yl)-caprylic acid methyl ester and 2.4 g. of NaOH. Eluant in chromatographic purification: chloroform. Procedure: Starting with 4.84 g (21.2 mmol) of 1,2-dihydro-8-methoxy-3H-naphtho[2,1-b]pyran-3-one from the preceding example, the title compound (3.19 g; 70.3%) was obtained as an off-white solid, mp 189°-199° C. (recrystallized from ethanol-ethyl acetate), using the procedure of example 221. The product is OC=1C=C2C=CC=3OC(CCC3C2=CC1)=O (1,2-Dihydro-8-hydroxy-3H-naphtho[2,1-b]pyran-3-one). Run in C(C)O.C(C)(=O)OCC (ethanol ethyl acetate). The reactants are COC=1C=C2C=CC=3OC(CCC3C2=CC1)=O (1,2-dihydro-8-methoxy-3H-naphtho[2,1-b]pyran-3-one). RXN SMILES: C[O:2][C:3]1[CH:4]=[C:5]2[C:14](=[CH:15][CH:16]=1)[C:13]1[CH2:12][CH2:11][C:10](=[O:17])[O:9][C:8]=1[CH:7]=[CH:6]2>C(O)C.C(OCC)(=O)C>[OH:2][C:3]1[CH:4]=[C:5]2[C:14](=[CH:15][CH:16]=1)[C:13]1[CH2:12][CH2:11][C:10](=[O:17])[O:9][C:8]=1[CH:7]=[CH:6]2 |f:1.2|. The yield is 70.2%. Yields the product O=C(Nc1ccc([N+](=O)[O-])c(C(F)(F)F)c1)C12OC1C1CCC2CC1. Reactants: ClCCl, O=C(Nc1ccc([N+](=O)[O-])c(C(F)(F)F)c1)C1=CC2CCC1CC2, O=C(OO)c1cccc(Cl)c1. Reaction SMILES: [Cl:36][CH2:37][Cl:38].[N+:12](=[O:13])([O-:14])[c:15]1[c:16]([C:32]([F:33])([F:34])[F:35])[cH:17][c:18]([NH:21][C:22](=[O:23])[C:24]2=[CH:29][CH:28]3[CH2:27][CH2:26][CH:25]2[CH2:31][CH2:30]3)[cH:19][cH:20]1.[OH:1][O:2][C:3]([c:4]1[cH:5][c:6]([Cl:7])[cH:8][cH:9][cH:10]1)=[O:11]>>[O:1]1[C:24]2([C:22]([NH:21][c:18]3[cH:17][c:16]([C:32]([F:33])([F:34])[F:35])[c:15]([N+:12](=[O:13])[O-:14])[cH:20][cH:19]3)=[O:23])[CH:25]3[CH2:26][CH2:27][CH:28]([CH:29]12)[CH2:30][CH2:31]3. Reaction SMILES: [C:28](=[O:29])([O-:30])[O-:31].[CH2:20]([CH3:21])[N:22]1[CH2:23][CH2:24][NH:25][CH2:26][CH2:27]1.[CH3:34][N:35]([CH3:36])[CH:37]=[O:38].[Cl:1][c:2]1[n:3][c:4](-[c:12]2[cH:13][cH:14][c:15]([O:18][CH3:19])[cH:16][cH:17]2)[cH:5][c:6]2[cH:7][cH:8][cH:9][cH:10][c:11]12.[K+:32].[K+:33]>>[c:2]1([N:25]2[CH2:24][CH2:23][N:22]([CH2:20][CH3:21])[CH2:27][CH2:26]2)[n:3][c:4](-[c:12]2[cH:13][cH:14][c:15]([O:18][CH3:19])[cH:16][cH:17]2)[cH:5][c:6]2[cH:7][cH:8][cH:9][cH:10][c:11]12. Reactants: O=C([O-])[O-], CCN1CCNCC1, CN(C)C=O, COc1ccc(-c2cc3ccccc3c(Cl)n2)cc1, [K+], [K+]. The product is CCN1CCN(c2nc(-c3ccc(OC)cc3)cc3ccccc23)CC1.